This data is from the Open Reaction Database (ORD), a public repository of structured organic reaction records. The task is: describe an organic reaction: reactants, conditions, products, and yield Starting materials: CO, ClCCl, [Na+], [OH-], COc1cc(C2C(C#N)=C(N)Oc3c2ccc(NC(=O)CN(C)C(=O)OC2c4ccccc4-c4ccccc42)c3N)cc(Br)c1OC. Product: COc1cc(C2C(C#N)=C(N)Oc3c2ccc(NC(=O)CN)c3N)cc(Br)c1OC. Reaction SMILES: [CH3:53][OH:54].[Cl:48][CH2:49][Cl:50].[Na+:52].[OH-:51].[cH:1]1[c:2]2[c:14]([cH:15][cH:46][cH:47]1)-[c:9]1[c:8]([cH:13][cH:12][cH:11][cH:10]1)[CH:3]2[O:4][C:5](=[O:6])[N:16]([CH3:7])[CH2:17][C:18]([NH:19][c:20]1[cH:21][cH:22][c:23]2[c:28]([c:29]1[NH2:30])[O:27][C:26]([NH2:31])=[C:25]([C:32]#[N:33])[CH:24]2[c:34]1[cH:35][c:36]([Br:44])[c:37]([O:42][CH3:43])[c:38]([O:40][CH3:41])[cH:39]1)=[O:45]>>[NH2:16][CH2:17][C:18]([NH:19][c:20]1[cH:21][cH:22][c:23]2[c:28]([c:29]1[NH2:30])[O:27][C:26]([NH2:31])=[C:25]([C:32]#[N:33])[CH:24]2[c:34]1[cH:35][c:36]([Br:44])[c:37]([O:42][CH3:43])[c:38]([O:40][CH3:41])[cH:39]1)=[O:45]. Starting materials: CCO, N#CC1CCCCC1CCl, [Na], CCOC(=O)C(C)c1cccc(S)c1. Product: CCOC(=O)C(C)c1cccc(SCC2CCCCC2C#N)c1. Reaction SMILES: [CH3:26][CH2:27][OH:28].[Cl:16][CH2:17][CH:18]1[CH:19]([C:24]#[N:25])[CH2:20][CH2:21][CH2:22][CH2:23]1.[Na:1].[SH:2][c:3]1[cH:4][c:5]([CH:9]([C:10](=[O:11])[O:12][CH2:13][CH3:14])[CH3:15])[cH:6][cH:7][cH:8]1>>[S:2]([c:3]1[cH:4][c:5]([CH:9]([C:10](=[O:11])[O:12][CH2:13][CH3:14])[CH3:15])[cH:6][cH:7][cH:8]1)[CH2:17][CH:18]1[CH:19]([C:24]#[N:25])[CH2:20][CH2:21][CH2:22][CH2:23]1.